This data is from the Open Reaction Database (ORD), a public repository of structured organic reaction records. The task is: describe an organic reaction: reactants, conditions, products, and yield Starting materials: C(C)C=1C(NC(NC1SC1=CC=CC=C1)=O)=O (5-ethyl-6-phenylthio-2,4-pyrimidinedione), C=1(C(=CC=CC1)S(=O)(=O)OCC1CC=CC1)C ((cyclopent-3-en-1yl)methyl toluenesulfonate), C([O-])(O)=O.[Na+] (sodium bicarbonate). Run in CN(C=O)C (dimethylformamide). Product: C1(CC=CC1)CN1C(NC(C(=C1SC1=CC=CC=C1)CC)=O)=O (1-[(Cyclopent-3-en-1-yl)methyl]-5-ethyl-6-phenylthio-2,4-pyrimidinedione). Yield: 49.5%. Reaction SMILES: [CH2:1]([C:3]1[C:4](=[O:17])[NH:5][C:6](=[O:16])[NH:7][C:8]=1[S:9][C:10]1[CH:15]=[CH:14][CH:13]=[CH:12][CH:11]=1)[CH3:2].C1(C)C(S(O[CH2:28][CH:29]2[CH2:33][CH:32]=[CH:31][CH2:30]2)(=O)=O)=CC=CC=1.C(=O)(O)[O-].[Na+]>CN(C)C=O>[CH:29]1([CH2:28][N:7]2[C:8]([S:9][C:10]3[CH:11]=[CH:12][CH:13]=[CH:14][CH:15]=3)=[C:3]([CH2:1][CH3:2])[C:4](=[O:17])[NH:5][C:6]2=[O:16])[CH2:33][CH:32]=[CH:31][CH2:30]1 |f:2.3|. Procedure: A mixture of 5-ethyl-6-phenylthio-2,4-pyrimidinedione (0.10 g, 0.40 mmol) and (cyclopent-3-en-1yl)methyl toluenesulfonate (0.12 g, 0.40 mmol) in dimethylformamide (10 ml ) were heated at 90° C. for overnight in the presence of sodium bicarbonate (41 mg, 0.4 mmol). After the concentration of dimethylformamide under vacuum distillation, the desirable product was obtained as white solid (65 mg) by the separation of column chromatography. Reactants: C(C1=CC=CC=C1)OC=1C(C=C(OC1)CNS(=O)(=O)C1=C(C=CC=C1)C)=O (N-(5-Benzyloxy-4-oxo-4H-pyran-2-ylmethyl)-2-methyl-benzenesulfonamide), OC=1C(C=C(OC1)CNS(=O)(=O)C1=CC=CC=C1)=O (N-(5-hydroxy-4-oxo-4H-pyran-2-ylmethyl)-benzene sulfonamide). Yields the product OC=1C(C=C(OC1)CNS(=O)(=O)C1=C(C=CC=C1)C)=O (N-(5-Hydroxy-4-oxo-4H-pyran-2-ylmethyl)-2-methyl-benzenesulfonamide). Isolated yield 83.0%. RXN SMILES: C([O:8][C:9]1[C:10](=[O:27])[CH:11]=[C:12]([CH2:15][NH:16][S:17]([C:20]2[CH:25]=[CH:24][CH:23]=[CH:22][C:21]=2[CH3:26])(=[O:19])=[O:18])[O:13][CH:14]=1)C1C=CC=CC=1.OC1C(=O)C=C(CNS(C2C=CC=CC=2)(=O)=O)OC=1>>[OH:8][C:9]1[C:10](=[O:27])[CH:11]=[C:12]([CH2:15][NH:16][S:17]([C:20]2[CH:25]=[CH:24][CH:23]=[CH:22][C:21]=2[CH3:26])(=[O:19])=[O:18])[O:13][CH:14]=1. Reported procedure: N-(5-Hydroxy-4-oxo-4H-pyran-2-ylmethyl)-2-methyl-benzenesulfonamide (8-02) (14.0 g, crude) was synthesized as a light brown solid from N-(5-benzyloxy-4-oxo-4H-pyran-2-ylmethyl)-2-methyl-benzenesulfonamide (7-02) (22.0 g, 57.14 mmol) following the procedure described for N-(5-hydroxy-4-oxo-4H-pyran-2-ylmethyl)-benzenesulfonamide (8-01). Starting materials: CC(=O)OC(C)C, CC(=N)N, CC(C)=O, O=S(=O)(Cl)C=Cc1ccccc1, Cl, [Na+], [OH-]. Yields the product CC(=N)NS(=O)(=O)C=Cc1ccccc1. As a reaction SMILES: [C:20]([O:21][CH:22]([CH3:23])[CH3:24])(=[O:25])[CH3:26].[C:2]([CH3:3])(=[NH:4])[NH2:5].[CH3:27][C:28](=[O:29])[CH3:30].[CH:8](=[CH:9][c:10]1[cH:11][cH:12][cH:13][cH:14][cH:15]1)[S:16](=[O:17])(=[O:18])[Cl:19].[ClH:1].[Na+:7].[OH-:6]>>[C:2]([CH3:3])([NH:4][S:16]([CH:8]=[CH:9][c:10]1[cH:11][cH:12][cH:13][cH:14][cH:15]1)(=[O:17])=[O:18])=[NH:5]. Starting materials: ClC1=NC=C(C=N1)C (2-Chloro-5-methylpyrimidine), Cl (hydrogen chloride), C(Cl)(Cl)(Cl)Cl (carbon tetrachloride). The solvent is CCOCC (ether). Yields the product ClC1=NC=C(C=N1)C(Cl)(Cl)Cl (2-chloro-5-trichloromethylpyrimidine). RXN SMILES: [Cl:1][C:2]1[N:7]=[CH:6][C:5](C)=[CH:4][N:3]=1.Cl.[C:10]([Cl:14])(Cl)([Cl:12])[Cl:11]>CCOCC>[Cl:1][C:2]1[N:7]=[CH:6][C:5]([C:10]([Cl:14])([Cl:12])[Cl:11])=[CH:4][N:3]=1. Reported procedure: 2-Chloro-5-methylpyrimidine (5.0 g) was finely powdered and dissolved in dry carbon tetrachloride (250 ml). The solution was treated with dry hydrogen chloride gas to precipitate the hydrochloride salt. The reaction mixture was heated to reflux and illuminated with an internal ultra-violet lamp whilst chlorine was bubbled through the stirred suspension. After 41/2 hours the solution was cooled and filtered and the filtrate concentrated under reduced pressure to give a semi-crystalline residue. T... Reactants: O=C([O-])[O-], CC(=O)OC(C)=O, Cc1nc([N+](=O)[O-])ccc1O, CC(C)=O, [K+], [K+]. Product: CC(=O)Oc1ccc([N+](=O)[O-])nc1C. As a reaction SMILES: [C:19](=[O:20])([O-:21])[O-:22].[CH3:12][C:13](=[O:14])[O:15][C:16](=[O:17])[CH3:18].[CH3:1][c:2]1[n:3][c:4]([N+:9](=[O:10])[O-:11])[cH:5][cH:6][c:7]1[OH:8].[CH3:25][C:26](=[O:27])[CH3:28].[K+:23].[K+:24]>>[CH3:1][c:2]1[n:3][c:4]([N+:9](=[O:10])[O-:11])[cH:5][cH:6][c:7]1[O:8][C:13]([CH3:12])=[O:14]. Reactants: C(C)(=O)O (acetic acid), C(C1=CC=CC=C1)=O (benzaldehyde), C(#N)[BH3-].[Na+] (sodium cyanoborohydride), Cl.C(C)(C)(C)OC[C@H](N)C(=O)OC (Methyl O-tert-butyl-L-serinate hydrochloride). Run in CO (methanol). Reaction conditions: time 48 hour. Yields the product C(C1=CC=CC=C1)N[C@@H](COC(C)(C)C)C(=O)OC (methyl N-benzyl-O-tert-butyl-L-serinate). The yield is 51.5%. As a reaction SMILES: Cl.[C:2]([O:6][CH2:7][C@@H:8]([C:10]([O:12][CH3:13])=[O:11])[NH2:9])([CH3:5])([CH3:4])[CH3:3].C(O)(=O)C.[CH:18](=O)[C:19]1[CH:24]=[CH:23][CH:22]=[CH:21][CH:20]=1.C([BH3-])#N.[Na+]>CO>[CH2:18]([NH:9][C@H:8]([C:10]([O:12][CH3:13])=[O:11])[CH2:7][O:6][C:2]([CH3:5])([CH3:4])[CH3:3])[C:19]1[CH:24]=[CH:23][CH:22]=[CH:21][CH:20]=1 |f:0.1,4.5|. Procedure details: Methyl O-tert-butyl-L-serinate hydrochloride (12 g, 56.7 mmol) was dissolved in methanol (120 ml), acetic acid (6.50 ml, 114 mmol), benzaldehyde (6.25 ml, 61.8 mmol), and sodium cyanoborohydride (1 M tetrahydrofuran solution, 75 ml) were added and the resulting mixture was stirred at room temperature for 48 hours. The reaction mixture was concentrated, diluted with water, and neutralized with sodium bicarbonate under ice cooling, followed by extraction with chloroform. The organic layer was drie... Reactants: C1(=CC=CC=C1)CC=O (phenylacetaldehyde), BrC=1C=C2C(=NN(C2=CC1)C1OCCCC1)C1=CC=C(C=C1)F (5-bromo-3-(4-fluorophenyl)-1-(tetrahydropyran-2-yl)-1H-indazole), solution, C(CCC)[Li] (butyl lithium), CCCCCC (hexane). Run in O1CCCC1 (tetrahydrofuran). Reaction conditions: time 20 minute. Yields the product FC1=CC=C(C=C1)C1=NN(C2=CC=C(C=C12)C(CC1=CC=CC=C1)O)C1OCCC1 (1-[3-(4-Fluorophenyl)-1-(tetrahydrofuran-2-yl)-1H-indazol-5-yl]-2-phenylethan-1-ol). Yield: 61.1%. As a reaction SMILES: Br[C:2]1[CH:3]=[C:4]2[C:8](=[CH:9][CH:10]=1)[N:7]([CH:11]1C[CH2:15][CH2:14][CH2:13][O:12]1)[N:6]=[C:5]2[C:17]1[CH:22]=[CH:21][C:20]([F:23])=[CH:19][CH:18]=1.C([Li])CCC.CCCCCC.[C:35]1([CH2:41][CH:42]=[O:43])[CH:40]=[CH:39][CH:38]=[CH:37][CH:36]=1>O1CCCC1>[F:23][C:20]1[CH:21]=[CH:22][C:17]([C:5]2[C:4]3[C:8](=[CH:9][CH:10]=[C:2]([CH:42]([OH:43])[CH2:41][C:35]4[CH:40]=[CH:39][CH:38]=[CH:37][CH:36]=4)[CH:3]=3)[N:7]([CH:11]3[CH2:15][CH2:14][CH2:13][O:12]3)[N:6]=2)=[CH:18][CH:19]=1. Procedure: To a solution of 5-bromo-3-(4-fluorophenyl)-1-(tetrahydropyran-2-yl)-1H-indazole (0.50 g, 1.0 mmol) in dried tetrahydrofuran (15 mL) under nitrogen at −78° C. was added dropwise a 1.6 M solution of butyl lithium in hexane (1.1 mL, 1.7 mmol). After stirring for 20 minutes, to the reaction mixture was added phenylacetaldehyde (0.228 g, 1.9 mmol). The reaction mixture was stirred additional 1 hour at −78° C. and the temperature was gradually raised to room temperature. It was quenched with water an... Starting materials: CCO, O=[N+]([O-])c1ccc(C(O)c2ccccn2)c(Cl)c1, [Na+], C1CCOC1, O, [SH-]. Product: Nc1ccc(C(O)c2ccccn2)c(Cl)c1. RXN SMILES: [CH3:19][CH2:20][OH:21].[Cl:1][c:2]1[c:3]([CH:11]([OH:12])[c:13]2[n:14][cH:15][cH:16][cH:17][cH:18]2)[cH:4][cH:5][c:6]([N+:8]([O-:9])=[O:10])[cH:7]1.[Na+:24].[O:25]1[CH2:26][CH2:27][CH2:28][CH2:29]1.[OH2:22].[SH-:23]>>[Cl:1][c:2]1[c:3]([CH:11]([OH:12])[c:13]2[n:14][cH:15][cH:16][cH:17][cH:18]2)[cH:4][cH:5][c:6]([NH2:8])[cH:7]1. The yield is 51.6%. Product: CN(CC#CCN1C(C=CC1=O)=O)C (1-[4-(Dimethylamino)-2-butynyl]-1H-pyrrole-2,5-dione). Starting materials: CN(CC#CCNC(\C=C/C(=O)O)=O)C ((Z)-4-[[4-(Dimethylamino)-2-butynyl]amino]-4-oxo-2-butenoic acid). Solvent: C(Cl)Cl (methylene chloride). As a reaction SMILES: [CH3:1][N:2]([CH3:15])[CH2:3][C:4]#[C:5][CH2:6][NH:7][C:8](=[O:14])/[CH:9]=[CH:10]\[C:11]([OH:13])=O>C(Cl)Cl>[CH3:1][N:2]([CH3:15])[CH2:3][C:4]#[C:5][CH2:6][N:7]1[C:8](=[O:14])[CH:9]=[CH:10][C:11]1=[O:13]. Reported procedure: A Kugelrohr oven apparatus is used to heat 1.25 g of product from Example 10 at 145°-180° C. (0.1 mm Hg) for 30 minutes. The distillate is dissolved in methylene chloride, dried over sodium sulfate, filtered and concentrated in vacuo to give 0.59 g of the product as a dark oil. The oil is redistilled at 130°-135° C. (0.05-0.075 mm Hg) to give 0.240 g of the desired product as a dark amber oil.